Dataset: the Open Reaction Database (ORD), a public repository of structured organic reaction records. Task: describe an organic reaction: reactants, conditions, products, and yield The reactants are C(C1=CC=CC=C1)(C1=CC=CC=C1)(C1=CC=CC=C1)NC1=NC(=NS1)/C(/C(=O)N[C@H]1[C@@H]2N(C(=C(CS2)CCl)C(=O)OCC2=CC=C(C=C2)OC)C1=O)=N/OCCF (p-methoxybenzyl (6R,7R)-7-[(Z)-2-(5-tritylamino-1,2,4-thiadiazol-3-yl)-2- fluoroethoxyiminoacetamido]-3-chloromethyl-3-cephem-4-carboxylate), [I-].[Na+] (sodium iodide), C1(=CC=CC=C1)OC (anisole), FC(C(=O)O)(F)F (trifluoroacetic acid), C(=O)N[C@@H](CO)C1=NC=C2SC=CN21 (5-[(R)-1-(formylamino)-2-hydroxyethyl]imidazo[5,1-b]thiazole), C(C)(C)OC(C)C (isopropyl ether), FC(C(=O)[O-])(F)F.[Na+] (sodium trifluoroacetate). Solvent: CC(=O)C (acetone), CN(C)C=O (DMF), CN(C)C=O (DMF). Run at time 1 hour. The product is NC1=NC(=NS1)/C(/C(=O)N[C@H]1[C@@H]2N(C(=C(CS2)CN2C(=[N+]3C(SC=C3)=C2)[C@H](CO)NC=O)C(=O)[O-])C1=O)=N/OCCF ((6R,7R)-7-[(Z)-2-(5-amino-1,2,4-thiadiazol-3-yl)-2- fluoroethoxyiminoacetamido]-3-[5-[(R)-1-(formylamino)-2- hydroxyethyl]imidazo[5,1-b]thiazolium-6-yl)methyl-3-cephem-4-carboxylate). The yield is 7.5%. As a reaction SMILES: C([NH:20][C:21]1[S:25][N:24]=[C:23](/[C:26](=[N:53]/[O:54][CH2:55][CH2:56][F:57])/[C:27]([NH:29][C@@H:30]2[C:51](=[O:52])[N:32]3[C:33]([C:39]([O:41]CC4C=CC(OC)=CC=4)=[O:40])=[C:34]([CH2:37]Cl)[CH2:35][S:36][C@H:31]23)=[O:28])[N:22]=1)(C1C=CC=CC=1)(C1C=CC=CC=1)C1C=CC=CC=1.[I-].[Na+].[CH:60]([NH:62][C@H:63]([C:66]1[N:73]2[C:69]([S:70][CH:71]=[CH:72]2)=[CH:68][N:67]=1)[CH2:64][OH:65])=[O:61].FC(F)(F)C([O-])=O.[Na+].C1(OC)C=CC=CC=1.FC(F)(F)C(O)=O.C(OC(C)C)(C)C>CC(C)=O.CN(C=O)C>[NH2:20][C:21]1[S:25][N:24]=[C:23](/[C:26](=[N:53]/[O:54][CH2:55][CH2:56][F:57])/[C:27]([NH:29][C@@H:30]2[C:51](=[O:52])[N:32]3[C:33]([C:39]([O-:41])=[O:40])=[C:34]([CH2:37][N:67]4[CH:68]=[C:69]5[S:70][CH:71]=[CH:72][N+:73]5=[C:66]4[C@@H:63]([NH:62][CH:60]=[O:61])[CH2:64][OH:65])[CH2:35][S:36][C@H:31]23)=[O:28])[N:22]=1 |f:1.2,4.5|. Reported procedure: To the solution of 0.25 g (0.3 mole) of p-methoxybenzyl (6R,7R)-7-[(Z)-2-(5-tritylamino-1,2,4-thiadiazol-3-yl)-2- fluoroethoxyiminoacetamido]-3-chloromethyl-3-cephem-4-carboxylate in 5 ml of acetone was added 0.17 g (1.4m mole) of sodium iodide, and the mixture was stirred in darkness at room temperature for 1 hour. After the acetone was removed under reduced pressure, the residue was dissolved in ethyl acetate and washed with a small amount of a saturated aqueous solution of sodium thiosulfate,... Starting materials: C1CCOC1, CON(C)C(=O)c1cn(Cc2cccc(Br)n2)c2ccccc2c1=O, CC(C)[Mg+], [Cl-], FC(F)(F)c1ccc(I)cn1. Yields the product O=C(c1ccc(C(F)(F)F)nc1)c1cn(Cc2cccc(Br)n2)c2ccccc2c1=O. RXN SMILES: [CH2:42]1[O:43][CH2:44][CH2:45][CH2:46]1.[CH3:1][O:2][N:3]([C:4](=[O:5])[c:6]1[cH:7][n:8]([CH2:17][c:18]2[n:19][c:20]([Br:24])[cH:21][cH:22][cH:23]2)[c:9]2[cH:10][cH:11][cH:12][cH:13][c:14]2[c:15]1=[O:16])[CH3:25].[CH:38]([Mg+:39])([CH3:40])[CH3:41].[Cl-:37].[I:26][c:27]1[cH:28][cH:29][c:30]([C:33]([F:34])([F:35])[F:36])[n:31][cH:32]1>>[C:4](=[O:5])([c:6]1[cH:7][n:8]([CH2:17][c:18]2[n:19][c:20]([Br:24])[cH:21][cH:22][cH:23]2)[c:9]2[cH:10][cH:11][cH:12][cH:13][c:14]2[c:15]1=[O:16])[c:27]1[cH:28][cH:29][c:30]([C:33]([F:34])([F:35])[F:36])[n:31][cH:32]1. The product is CC(=O)N(C(C)=O)n1c(=O)[nH]c2ccccc2c1=O. As a reaction SMILES: [C:1]([CH3:2])(=[O:3])[NH:4][n:5]1[c:6](=[O:16])[nH:7][c:8]2[cH:9][cH:10][cH:11][cH:12][c:13]2[c:14]1=[O:15].[CH3:17][C:18](=[O:19])[O:20][C:21](=[O:22])[CH3:23]>>[C:1]([CH3:2])(=[O:3])[N:4]([n:5]1[c:6](=[O:16])[nH:7][c:8]2[cH:9][cH:10][cH:11][cH:12][c:13]2[c:14]1=[O:15])[C:18]([CH3:17])=[O:19]. Reactants: CC(=O)Nn1c(=O)[nH]c2ccccc2c1=O, CC(=O)OC(C)=O. Starting materials: C([C@@H]1[C@H]([C@@H]([C@H]([C@H](O1)O[C@]2([C@H]([C@@H]([C@H](O2)CO)O)O)CO)O)O)O)O (saccharose), P(=O)(O)(O)[O-].[K+] (potassium dihydrogenphosphate), P(=O)(O)([O-])[O-].[K+].[K+] (dipotassium hydrogenphosphate), NC1=CC=C(C(=O)O)C=C1 (p-aminobenzoic acid), P(=O)([O-])([O-])[O-].[Na+].[Na+].[Na+] (sodium phosphate), Cl.CNC(C(=O)C1=CC=CC=C1)C (2-methylaminopropiophenone hydrochloride), O=C[C@H](O)[C@@H](O)[C@H](O)[C@H](O)CO (glucose), 0.2-M. Reaction conditions: temperature 30 celsius, time 48 hour. Yields the product P(=O)([O-])([O-])[O-].[Na+].[Na+].[Na+] (sodium phosphate), C[C@@H]([C@H](C=1C=CC=CC1)O)NC (pseudoephedrine). The yield is 7.0%. RXN SMILES: C(O)[C@H]1O[C@H](O[C@]2(CO)O[C@H](CO)[C@@H](O)[C@@H]2O)[C@H](O)[C@@H](O)[C@@H]1O.[P:24]([O-:28])([OH:27])([OH:26])=[O:25].[K+].P([O-])([O-])(O)=O.[K+].[K+].NC1C=CC(C(O)=O)=CC=1.P([O-])([O-])([O-])=O.[Na+:52].[Na+].[Na+].Cl.[CH3:56][NH:57][CH:58]([CH3:67])[C:59]([C:61]1[CH:66]=[CH:65][CH:64]=[CH:63][CH:62]=1)=[O:60].O=C[C@@H]([C@H]([C@@H]([C@@H](CO)O)O)O)O>>[P:24]([O-:28])([O-:27])([O-:26])=[O:25].[Na+:52].[Na+:52].[Na+:52].[CH3:67][C@H:58]([NH:57][CH3:56])[C@@H:59]([OH:60])[C:61]1[CH:66]=[CH:65][CH:64]=[CH:63][CH:62]=1 |f:1.2,3.4.5,7.8.9.10,11.12,14.15.16.17|. Procedure: Rhodococcus erythropolis MAK-34 strain was planted in 5 ml of a medium at pH 7.0 containing 1.0% of saccharose, 0.5% of corn steep liquor, 0.1% of potassium dihydrogenphosphate, 0.3% of dipotassium hydrogenphosphate, 0.01% of p-aminobenzoic acid, and 0.1% of various kinds of inducers, and was shaking-cultured at 30° C. for 48 hours. The culture medium was centrifuged, so as to yield the cells, which were then put into a test tube, and were suspended with 1.0 ml of 0.2-M sodium phosphate buffer s... Reactants: S1C2=C(C(=C1)C1=CC=C(C=C1)O)C=CC=C2 (4-benzo[b]thiophen-3-yl-phenol), C1[C@@H](O1)COS(=O)(=O)C2=CC=CC(=C2)[N+](=O)[O-] ((2R)-(−)-glycidyl 3-nitrobenzenesulfonate), O (water), [H-].[Na+] (sodium hydride). Solvent: CN(C=O)C (dimethylformamide), CN(C=O)C (dimethylformamide), CN(C=O)C (dimethylformamide). Reaction conditions: time 0.5 hour. Yields the product S1C2=C(C(=C1)C1=CC=C(OCC3OC3)C=C1)C=CC=C2 (2-(4-benzo[b]thiophen-3-yl-phenoxymethyl)-oxirane). The yield is 84.9%. Reaction SMILES: [H-].[Na+].[S:3]1[CH:7]=[C:6]([C:8]2[CH:13]=[CH:12][C:11]([OH:14])=[CH:10][CH:9]=2)[C:5]2[CH:15]=[CH:16][CH:17]=[CH:18][C:4]1=2.[CH2:19]1[O:21][C@H:20]1[CH2:22]OS(C1C=C([N+]([O-])=O)C=CC=1)(=O)=O.O>CN(C)C=O>[S:3]1[CH:7]=[C:6]([C:8]2[CH:9]=[CH:10][C:11]([O:14][CH2:22][CH:20]3[CH2:19][O:21]3)=[CH:12][CH:13]=2)[C:5]2[CH:15]=[CH:16][CH:17]=[CH:18][C:4]1=2 |f:0.1|. Procedure: Cool a mixture of sodium hydride (585 mg, 60% dispersion in mineral oil, 14.6 mmol) in dimethylformamide (20 mL, anhydrous), with an ice bath, under a nitrogen atmosphere. Add a solution of 4-benzo[b]thiophen-3-yl-phenol (3.0 g, 13.3 mmol) in dimethylformamide (20 mL) over a period of 5 minutes. Reaction mixture has noticeable gas evolution and is a yellow mixture. Stir at room temperature for 0.5 hours and cool via an ice bath to give a yellow solution. Rapidly, add a solution of (2R)-(−)-glyci... Reactants: O (water), BrC1=NC=C(C(=C1)C)C(SC1=CC=CC=C1)C1=C(C=CC(=C1)F)F (2-bromo-5-[(2,5-difluorophenyl)(phenylthio)methyl]-4-methyl pyridine), CN(C=O)C (N,N-dimethylformamide), C(CCC)[Li] (n-butyllithium). Solvent: C1(=CC=CC=C1)C (toluene). Conditions: temperature -40 celsius, time 10 minute. The product is FC1=C(C=C(C=C1)F)C(C=1C(=CC(=NC1)C=O)C)SC1=CC=CC=C1 (5-[(2,5-Difluorophenyl)(phenylthio)methyl]-4-methylpyridine-2-carbaldehyde). Reaction SMILES: Br[C:2]1[CH:7]=[C:6]([CH3:8])[C:5]([CH:9]([C:17]2[CH:22]=[C:21]([F:23])[CH:20]=[CH:19][C:18]=2[F:24])[S:10][C:11]2[CH:16]=[CH:15][CH:14]=[CH:13][CH:12]=2)=[CH:4][N:3]=1.C([Li])CCC.CN(C)[CH:32]=[O:33].O>C1(C)C=CC=CC=1>[F:24][C:18]1[CH:19]=[CH:20][C:21]([F:23])=[CH:22][C:17]=1[CH:9]([S:10][C:11]1[CH:16]=[CH:15][CH:14]=[CH:13][CH:12]=1)[C:5]1[C:6]([CH3:8])=[CH:7][C:2]([CH:32]=[O:33])=[N:3][CH:4]=1. Reported procedure: A solution of 2-bromo-5-[(2,5-difluorophenyl)(phenylthio)methyl]-4-methyl pyridine (1.2 g, 3.0 mmol) in toluene (30 ml) was cooled to −78° C., and n-butyllithium (1.54 M hexane solution, 2.5 ml, 3.9 mmol) was added in an argon atmosphere. After stirring for 10 minutes at the same temperature, the mixture was allowed to warm to −40° C., stirred for 30 minutes, and cooled again to −78° C., and N,N-dimethylformamide (302 μl, 3.9 mmol) was added thereto. After stirring for 30 minutes at the same tem... Reactants: C(C)OC(=O)[C@H]1O[C@@H]1C(N[C@H](C(NC1=CC=CC=C1)=O)CC=1N=CSC1)=O ((2S,3S)-ethyl-3-((S)-1-oxo-1-(phenylamino)-3-(thiazol-4-yl)propan-2-ylcarbamoyl)oxirane-2-carboxylate), [Li+].[OH-] (LiOH). Reported procedure: Synthesized following general saponification procedure using the following quantities: the corresponding peptidomimetic epoxide ethyl ester 19a (112 mg, 0.28 mmol); LiOH (6.9 mg, 0.29 mmol); THF/MeOH/H2O (2.5 mL: 1.0 mL: 1.0 mL); yielded 32 as a white solid (45 mg, 43.3%). 1H NMR (MeOD-d4, 400 MHz): δ 8.97 (s, 1H); 7.52-7.50 (d, 2H); 7.32 (s, 1H); 7.30-7.26 (t, 3H); 4.94-4.92 (t, 1H): 3.62 (s, 1H); 3.52-3.45 (q, 2H); 3.43 (s, 1H). 13C NMR (DMSO-d6, 100 MHz): 172.48, 169.65, 168.87, 153.83, 152.4... Solvent: C1CCOC1.CO.O (THF MeOH H2O). Product: O=C([C@H](CC=1N=CSC1)NC(=O)[C@@H]1[C@H](O1)C(=O)O)NC1=CC=CC=C1 ((2S,3S)-3-((S)-1-oxo-1-(phenylamino)-3-(thiazol-4-yl)propan-2-ylcarbamoyl)oxirane-2-carboxylic acid). Yield: 44.5%. RXN SMILES: C([O:3][C:4]([C@@H:6]1[C@@H:8]([C:9](=[O:27])[NH:10][C@@H:11]([CH2:21][C:22]2[N:23]=[CH:24][S:25][CH:26]=2)[C:12](=[O:20])[NH:13][C:14]2[CH:19]=[CH:18][CH:17]=[CH:16][CH:15]=2)[O:7]1)=[O:5])C.[Li+].[OH-]>C1COCC1.CO.O>[O:20]=[C:12]([NH:13][C:14]1[CH:15]=[CH:16][CH:17]=[CH:18][CH:19]=1)[C@@H:11]([NH:10][C:9]([C@H:8]1[O:7][C@@H:6]1[C:4]([OH:5])=[O:3])=[O:27])[CH2:21][C:22]1[N:23]=[CH:24][S:25][CH:26]=1 |f:1.2,3.4.5|. Reactants: CC(=O)O, COC(=O)c1ccc2oc3ccc(S(C)(=N)=O)cc3c(=O)c2c1, N#CO[Na], O. Product: COC(=O)c1ccc2oc3ccc(S(C)(=O)=NC(N)=O)cc3c(=O)c2c1. As a reaction SMILES: [CH3:29][C:30](=[O:31])[OH:32].[CH3:5][S:6](=[O:7])(=[NH:8])[c:9]1[cH:10][cH:11][c:12]2[o:13][c:14]3[cH:15][cH:16][c:17]([C:24](=[O:25])[O:26][CH3:27])[cH:18][c:19]3[c:20](=[O:23])[c:21]2[cH:22]1.[Na:1][O:2][C:3]#[N:4].[OH2:28]>>[O:2]=[C:3]([NH2:4])[N:8]=[S:6]([CH3:5])(=[O:7])[c:9]1[cH:10][cH:11][c:12]2[o:13][c:14]3[cH:15][cH:16][c:17]([C:24](=[O:25])[O:26][CH3:27])[cH:18][c:19]3[c:20](=[O:23])[c:21]2[cH:22]1. The reactants are [N+](=O)([O-])C=1C=C(OC[C@H]2OC2)C=CC1 ((2S)-2-[(3-nitrophenoxy)methyl]oxirane), C([O-])([O-])=O.[Cs+].[Cs+] (cesium carbonate), CN(C=O)C (dimethylformamide), 3-benzaxozol-4-ol, O1CC1 (oxirane). Yields the product CC=1OC2=C(N1)C(=CC=C2)OC[C@H]2OC2 (2-Methyl-4-[(2S)oxiranylmethoxy]-1,3-benzoxazole). The yield is 69.6%. As a reaction SMILES: [N+]([C:4]1[CH:5]=[C:6]([CH:12]=[CH:13][CH:14]=1)[O:7][CH2:8][C@@H:9]1[CH2:11][O:10]1)([O-])=O.C(=O)([O-])[O-].[Cs+].[Cs+].[O:21]1[CH2:23][CH2:22]1.C[N:25](C)C=O>>[CH3:23][C:22]1[O:21][C:4]2[CH:14]=[CH:13][CH:12]=[C:6]([O:7][CH2:8][C@@H:9]3[CH2:11][O:10]3)[C:5]=2[N:25]=1 |f:1.2.3|. Procedure: A suspension of 2-methyl-1.3-benzaxozol-4-ol (0.146 g, 0.98 mmol) (P. Crabbe, A. Villarino and J. M. Muchowski, J.Chem.Soc.Perk.I, 1973,2220-2222.), (2S)-2-[(3-nitrophenoxy)methyl]oxirane (0-192 g, 1.08 mmol) and cesium carbonate (0.478 g, 1.47 mmol) in dry dimethylformamide (DMF) (4 mL) was stirred at room temperature for 4 hours. More of the oxirane (0.04 g, 0.2 mmol) was added and the reaction continued for an additional hour. The reaction mixture was partitioned between ethyl acetate and sat...